This data is from the Open Reaction Database (ORD), a public repository of structured organic reaction records. The task is: describe an organic reaction: reactants, conditions, products, and yield Reactants: BrC=1C=CC2=C(C1)C=1N=C(SC1C(CO2)F)C(=O)OC (Methyl 9-bromo-4-fluoro-4,5-dihydro-[1]benzoxepino[5,4-d]thiazole-2-carboxylate), C(#C)[C@]1(C(N(CC1)C)=O)O ((3R)-3-ethynyl-3-hydroxy-1-methyl-pyrrolidin-2-one). The product is FC1COC2=C(C=C(C=C2)C#C[C@]2(C(N(CC2)C)=O)O)C=2N=C(SC21)C(=O)OC (methyl 4-fluoro-9-[2-[(3R)-3-hydroxy-1-methyl-2-oxo-pyrrolidin-3-yl]ethynyl]-4,5-dihydro-[1]benzoxepin o[5,4-d]thiazole-2-carboxylate). As a reaction SMILES: Br[C:2]1[CH:3]=[CH:4][C:5]2[O:15][CH2:14][CH:13]([F:16])[C:12]3[S:11][C:10]([C:17]([O:19][CH3:20])=[O:18])=[N:9][C:8]=3[C:6]=2[CH:7]=1.[C:21]([C@:23]1([OH:30])[CH2:27][CH2:26][N:25]([CH3:28])[C:24]1=[O:29])#[CH:22]>>[F:16][CH:13]1[C:12]2[S:11][C:10]([C:17]([O:19][CH3:20])=[O:18])=[N:9][C:8]=2[C:6]2[CH:7]=[C:2]([C:22]#[C:21][C@:23]3([OH:30])[CH2:27][CH2:26][N:25]([CH3:28])[C:24]3=[O:29])[CH:3]=[CH:4][C:5]=2[O:15][CH2:14]1. Procedure: Methyl 9-bromo-4-hydroxy-4,5-dihydro-[1]benzoxepino[5,4-d]thiazole-2-carboxylate was reacted similarly to as described in General Procedure P with non-critical modifications to afford 142 mg (94%) of methyl 9-bromo-4-fluoro-4,5-dihydro-[1]benzoxepino[5,4-d]thiazole-2-carboxylate. Methyl 9-bromo-4-fluoro-4,5-dihydro-[1]benzoxepino[5,4-d]thiazole-2-carboxylate was reacted with (3R)-3-ethynyl-3-hydroxy-1-methyl-pyrrolidin-2-one similarly to as described in General Procedure F with non-critical modi... The reactants are CC1CCCN1C1CC(c2ccc(Br)cc2)C1, N#Cc1ccc(B(O)O)cc1, COc1ncc(B(O)O)c(OC)n1. Yields the product COc1ncc(-c2ccc(C3CC(N4CCCC4C)C3)cc2)c(OC)n1. As a reaction SMILES: [Br:1][c:2]1[cH:3][cH:4][c:5]([CH:8]2[CH2:9][CH:10]([N:12]3[CH:13]([CH3:17])[CH2:14][CH2:15][CH2:16]3)[CH2:11]2)[cH:6][cH:7]1.[C:31]([c:32]1[cH:33][cH:34][c:35]([B:36]([OH:37])[OH:38])[cH:39][cH:40]1)#[N:41].[CH3:18][O:19][c:20]1[n:21][cH:22][c:23]([B:28]([OH:29])[OH:30])[c:24]([O:26][CH3:27])[n:25]1>>[c:2]1(-[c:23]2[cH:22][n:21][c:20]([O:19][CH3:18])[n:25][c:24]2[O:26][CH3:27])[cH:3][cH:4][c:5]([CH:8]2[CH2:9][CH:10]([N:12]3[CH:13]([CH3:17])[CH2:14][CH2:15][CH2:16]3)[CH2:11]2)[cH:6][cH:7]1. Procedure: 5-Dimethylaminosulfonyl-2-oxindole was condensed with indol-2-carbaldehyde to give the title compound. Product: CN(S(=O)(=O)C=1C=C2C(C(NC2=CC1)=O)=CC=1NC2=CC=CC=C2C1)C (3-(1H-Indol-2-ylmethylene)-2-oxo-2,3-dihydro-1H-indole-5-sulfonic acid dimethylamide). Reactants: CN(S(=O)(=O)C=1C=C2CC(NC2=CC1)=O)C (5-Dimethylaminosulfonyl-2-oxindole), N1C(=CC2=CC=CC=C12)C=O (indol-2-carbaldehyde). RXN SMILES: [CH3:1][N:2]([CH3:16])[S:3]([C:6]1[CH:7]=[C:8]2[C:12](=[CH:13][CH:14]=1)[NH:11][C:10](=[O:15])[CH2:9]2)(=[O:5])=[O:4].[NH:17]1[C:25]2[C:20](=[CH:21][CH:22]=[CH:23][CH:24]=2)[CH:19]=[C:18]1[CH:26]=O>>[CH3:1][N:2]([CH3:16])[S:3]([C:6]1[CH:7]=[C:8]2[C:12](=[CH:13][CH:14]=1)[NH:11][C:10](=[O:15])[C:9]2=[CH:26][C:18]1[NH:17][C:25]2[C:20]([CH:19]=1)=[CH:21][CH:22]=[CH:23][CH:24]=2)(=[O:5])=[O:4]. Reactants: S(O)(O)(=O)=O (sulphuric acid), CC=1NC(=C(C(C1[N+](=O)[O-])C1=C(C=CC=C1)C(F)(F)F)C(=O)O)C (1,4-dihydro-2,6-dimethyl-3-nitro-4-(trifluoromethylphenyl)-pyridine-5-carboxylic acid). The solvent is C(C)O (ethanol). The product is CC=1NC(=CC(C1[N+](=O)[O-])C1=C(C=CC=C1)C(F)(F)F)C (1,4-dihydro-2,6-dimethyl-3-nitro-4-(trifluoromethylphenyl)pyridine). As a reaction SMILES: S(=O)(=O)(O)O.[CH3:6][C:7]1[NH:8][C:9]([CH3:29])=[C:10](C(O)=O)[CH:11]([C:16]2[CH:21]=[CH:20][CH:19]=[CH:18][C:17]=2[C:22]([F:25])([F:24])[F:23])[C:12]=1[N+:13]([O-:15])=[O:14]>C(O)C>[CH3:6][C:7]1[NH:8][C:9]([CH3:29])=[CH:10][CH:11]([C:16]2[CH:21]=[CH:20][CH:19]=[CH:18][C:17]=2[C:22]([F:24])([F:23])[F:25])[C:12]=1[N+:13]([O-:15])=[O:14]. Procedure: On heating in ethanol with the addition of a trace of sulphuric acid, 1,4-dihydro-2,6-dimethyl-3-nitro-4-(trifluoromethylphenyl)-pyridine-5-carboxylic acid (obtained as described in Example 30) was decarboxylated to give 1,4-dihydro-2,6-dimethyl-3-nitro-4-(trifluoromethylphenyl)pyridine in quantitative yield. Melting point 201° C. The reactants are C=C.CC(CC=C)C (ethylene 4-methyl-1-pentene), organoaluminum oxy, C(C(C)C)[Al](CC(C)C)CC(C)C (triisobutylaluminum). Yields the product CCCCCCCCCC (decane), 13.6. Reaction SMILES: C([Al](C[CH:11]([CH3:13])[CH3:12])CC(C)C)C(C)C.[CH2:14]=[CH2:15].C[CH:17]([CH3:21])[CH2:18][CH:19]=[CH2:20]>>[CH3:14][CH2:15][CH2:20][CH2:19][CH2:18][CH2:17][CH2:21][CH2:13][CH2:11][CH3:12] |f:1.2|. Reported procedure: The polymerization of Example 10 was repeated except that in place of the organoaluminum oxy-compound, there were used 1 mmole of triisobutylaluminum and 1.4×10-3 mg atom in terms of titanium atom of the solid catalyst component [I], whereby 46.6 g of an ethylene/4-methyl-1-pentene copolymer having MFR of 0.01 g/10 min, a density of 0.912 g/cm3, an amount of decane-soluble portion of 0.10% by weight and Mw/Mn of 13.6 was obtained.